From a dataset of the Open Reaction Database (ORD), a public repository of structured organic reaction records. describe an organic reaction: reactants, conditions, products, and yield RXN SMILES: [Cl:15][CH:16]([Cl:17])[Cl:18].[O:12]=[Mn:13]=[O:14].[n:1]1[c:2]([CH2:10][OH:11])[cH:3][c:4]2[n:5]1[CH2:6][CH2:7][CH2:8][CH2:9]2>>[n:1]1[c:2]([CH:10]=[O:11])[cH:3][c:4]2[n:5]1[CH2:6][CH2:7][CH2:8][CH2:9]2. Product: O=Cc1cc2n(n1)CCCC2. The reactants are ClC(Cl)Cl, O=[Mn]=O, OCc1cc2n(n1)CCCC2. The reactants are N1=CC(=CC=C1)CO (3-pyridylcarbinol), C(#N)C1=CC=C(C=C1)N=C=S (p-cyanophenyl isothiocyanate), C([O-])(O)=O.[Na+] (sodium bicarbonate), NC(=S)N (thiourea), [H-].[Na+] (sodium hydride), oil, solid. The solvent is O (water), C(OC)COC (glyme), C(OC)COC (glyme). Conditions: time 2 hour. Yields the product C(#N)C1=CC=C(C=C1)NC(OCC=1C=NC=CC1)=S (3-pyridylmethyl N-(4-cyanophenyl)thiocarbamate). Yield: 43.5%. RXN SMILES: [N:1]1[CH:6]=[CH:5][CH:4]=[C:3]([CH2:7][OH:8])[CH:2]=1.[H-].[Na+].[C:11]([C:13]1[CH:18]=[CH:17][C:16]([N:19]=[C:20]=[S:21])=[CH:15][CH:14]=1)#[N:12].C(=O)(O)[O-].[Na+].NC(N)=S>O.C(COC)OC>[C:11]([C:13]1[CH:14]=[CH:15][C:16]([NH:19][C:20](=[S:21])[O:8][CH2:7][C:3]2[CH:2]=[N:1][CH:6]=[CH:5][CH:4]=2)=[CH:17][CH:18]=1)#[N:12] |f:1.2,4.5|. Reported procedure: To a solution of 3-pyridylcarbinol (2.18 g., 0.02 mole) in 50 ml. of glyme there is added sodium hydride (0.87 g. of a 57% oil dispersion, 0.02 mole). The solution is allowed to stand 2 hrs. and then p-cyanophenyl isothiocyanate (3.2 g., 0.02 mole) in 50 ml. of glyme is added dropwise. The reaction mixture is stirred at room temperature for 18 hrs. It is then saturated with sodium bicarbonate and poured into an excess of water. The resulting suspension is filtered to give a solid residue which i... The reactants are C(C)(=O)OC1=C(C=C(C2=CC=CC(=C12)CC)/C=C(/C(=O)O)\C)OC ((E)-3-(4-acetoxy-5-ethyl-3-methoxy-1-naphthyl)-2-methylpropenoic acid). Run in CC(=O)C (acetone). The product is C(C)(=O)OC1=C(C=C(C2=CC=CC(=C12)CC)\C=C(/C(=O)O)\C)OC ((Z)-3-(4-acetoxy-5-ethyl-3-methoxy-1-naphthyl)-2-methylpropenoic acid). The yield is 40.9%. Reaction SMILES: [C:1]([O:4][C:5]1[C:14]2[C:9](=[CH:10][CH:11]=[CH:12][C:13]=2[CH2:15][CH3:16])[C:8](/[CH:17]=[C:18](\[CH3:22])/[C:19]([OH:21])=[O:20])=[CH:7][C:6]=1[O:23][CH3:24])(=[O:3])[CH3:2]>CC(C)=O>[C:1]([O:4][C:5]1[C:14]2[C:9](=[CH:10][CH:11]=[CH:12][C:13]=2[CH2:15][CH3:16])[C:8](/[CH:17]=[C:18](/[CH3:22])\[C:19]([OH:21])=[O:20])=[CH:7][C:6]=1[O:23][CH3:24])(=[O:3])[CH3:2]. Procedure: 1.15 g of (E)-3-(4-acetoxy-5-ethyl-3-methoxy-1-naphthyl)-2-methylpropenoic acid was dissolved in 200 ml of acetone and irradiated with light from a high pressure mercury lamp through a Pyrex filter at room temperature for 3 hours. The reaction mixture was concentrated in vacuo and purified by silica gel column chromatography (3% methanol/chloroform) to obtain 470 mg of the titled compound as colorless crystals. The reactants are CN(C)C=O, [H-], O=[N+]([O-])c1ccc2[nH]ccc2c1, [Na+], O, O=S(=O)(Cl)c1ccccc1. The product is O=[N+]([O-])c1ccc2c(ccn2S(=O)(=O)c2ccccc2)c1. Reaction SMILES: [CH3:26][N:27]([CH3:28])[CH:29]=[O:30].[H-:13].[N+:1](=[O:2])([O-:3])[c:4]1[cH:5][c:6]2[cH:7][cH:8][nH:9][c:10]2[cH:11][cH:12]1.[Na+:14].[OH2:25].[c:15]1([S:21](=[O:22])(=[O:23])[Cl:24])[cH:16][cH:17][cH:18][cH:19][cH:20]1>>[N+:1](=[O:2])([O-:3])[c:4]1[cH:5][c:6]2[cH:7][cH:8][n:9]([S:21]([c:15]3[cH:16][cH:17][cH:18][cH:19][cH:20]3)(=[O:22])=[O:23])[c:10]2[cH:11][cH:12]1. Starting materials: IC1=CC=C(OCCN(CC)CC)C=C1 (1-(4'-iodophenoxy)-2-diethylaminoethane), CC(C#C)(C)O (3-methyl-1-butin-3-ol), P(C1=CC=CC=C1)(C1=CC=CC=C1)C1=CC=CC=C1 (P(C6H5)3). Reagents/catalysts: [Pd] (palladium), [Cu]I (copper(I) iodide). Solvent: C(C)N(CC)CC (triethylamine). Run at time 15 hour. Product: OC(C#CC1=CC=C(C=C1)OCCN(CC)CC)(C)C (1-(3-hydroxy-3-methyl-1-butyn-1-yl)-4-(2-diethylaminoethoxy)benzene). The yield is 99.3%. RXN SMILES: I[C:2]1[CH:15]=[CH:14][C:5]([O:6][CH2:7][CH2:8][N:9]([CH2:12][CH3:13])[CH2:10][CH3:11])=[CH:4][CH:3]=1.[CH3:16][C:17]([OH:21])([CH3:20])[C:18]#[CH:19].P(C1C=CC=CC=1)(C1C=CC=CC=1)C1C=CC=CC=1>[Pd].[Cu]I.C(N(CC)CC)C>[OH:21][C:17]([CH3:20])([CH3:16])[C:18]#[C:19][C:2]1[CH:15]=[CH:14][C:5]([O:6][CH2:7][CH2:8][N:9]([CH2:12][CH3:13])[CH2:10][CH3:11])=[CH:4][CH:3]=1. Reported procedure: To 142 g (0.45 mole) of 1-(4'-iodophenoxy)-2-diethylaminoethane, 1.2 liters of triethylamine and 37.8 g (0.45 mole) of 3-methyl-1-butin-3-ol are added, under nitrogen, 3.4 g of the palladium complex PdCl2 [P(C6H5)3 ]2 and 1.9 g of copper(I) iodide. After the exothermic reaction has subsided, the reaction mixture is stirred for 15 hours at room temperature, then filtered, and the solution is evaporated in vacuo to dryness. The oily residue crystallises immediately. The product is dried in vacuo a... The product is ClC1=CC=C(C=C1)C(CC(C)=O)=O (1-(4-chlorophenyl)-1,3-butanedione). Solvent: CCOC(=O)C (EtOAc). Starting materials: C1(=CC=CC=C1)C(CC(CC)=O)=O ((phenyl)-1,3-pentanedione), ClC1=CC=C(C=C1)C(C)=O (4′-chloroacetophenone). RXN SMILES: [C:1]1([C:7](=[O:13])[CH2:8][C:9](=[O:12])[CH2:10]C)[CH:6]=[CH:5][CH:4]=[CH:3][CH:2]=1.[Cl:14]C1C=CC(C(=O)C)=CC=1>CCOC(C)=O>[Cl:14][C:4]1[CH:5]=[CH:6][C:1]([C:7](=[O:13])[CH2:8][C:9](=[O:12])[CH3:10])=[CH:2][CH:3]=1. Procedure details: The title compound was prepared (as described above for Intermediate 16) from 2.0 g of 4′-chloroacetophenone and 2.53 mL of EtOAc to yield 1.7 grams of Intermediate 28: TLC analysis: Rf=0.73 (2/1, hexanes/EtOAc); 1H NMR (400 MHz, CDCl3, enol form) δ7.82 (d, 2H, J=8.0), 7.42 (d, 2H, J=8.0), 6.13 (s, 1H), 2.2 (s, 3H). The reactants are COc1ccc(C(=O)O)cc1Br, O=C([O-])[O-], Cc1ccccc1O, [Cu], [K+], [K+], CN(C)C=O. Yields the product COc1ccc(C(=O)O)cc1Oc1ccccc1C. As a reaction SMILES: [Br:15][c:16]1[cH:17][c:18]([C:19](=[O:20])[OH:21])[cH:22][cH:23][c:24]1[O:25][CH3:26].[C:1](=[O:2])([O-:3])[O-:4].[CH3:7][c:8]1[cH:9][cH:10][cH:11][cH:12][c:13]1[OH:14].[Cu:32].[K+:5].[K+:6].[O:27]=[CH:28][N:29]([CH3:30])[CH3:31]>>[CH3:7][c:8]1[cH:9][cH:10][cH:11][cH:12][c:13]1[O:14][c:16]1[cH:17][c:18]([C:19](=[O:20])[OH:21])[cH:22][cH:23][c:24]1[O:25][CH3:26]. The reactants are C(C)OC(CC(=C=O)C=1C(=NC=CC1)Cl)=O (3-(2-chloropyridin-3-yl)-3-carbonylpropionic acid ethyl ester), C(C)(=O)[O-].[Na+] (sodium acetate), C(C)O (ethanol), BrC=1C=C(C=CC1)N (3-bromophenylamine), N(=O)[O-].[Na+] (NaNO2), C(=O)([O-])[O-].[K+].[K+] (K2CO3). Solvent: C(Cl)(Cl)Cl (chloroform), O (water), O (water), Cl (hydrochloric acid). Run at time 30 minute. The product is C(C)OC(=O)C=1C(C2=C(N(N1)C1=CC(=CC=C1)Br)N=CC=C2)=O (1-(3-bromophenyl)-4-oxo-1,4-dihydropyridino[2,3-c]pyridazine-3-carboxylic acid ethyl ester). RXN SMILES: [Br:1][C:2]1[CH:3]=[C:4]([NH2:8])[CH:5]=[CH:6][CH:7]=1.[N:9]([O-])=O.[Na+].C(OC(=O)CC([C:21]1[C:22](Cl)=[N:23][CH:24]=[CH:25][CH:26]=1)=C=O)C.[C:29]([O-:32])(=[O:31])[CH3:30].[Na+].[C:34]([O-:37])([O-])=O.[K+].[K+].[CH2:40](O)[CH3:41]>Cl.O.C(Cl)(Cl)Cl>[CH2:40]([O:31][C:29]([C:30]1[C:34](=[O:37])[C:21]2[CH:26]=[CH:25][CH:24]=[N:23][C:22]=2[N:8]([C:4]2[CH:5]=[CH:6][CH:7]=[C:2]([Br:1])[CH:3]=2)[N:9]=1)=[O:32])[CH3:41] |f:1.2,4.5,6.7.8|. Reported procedure: In ice-bath, to 3-bromophenylamine (3.87 g, 22.5 mmol) in 20% hydrochloric acid solution (15 mL) was added aqueous NaNO2 (1.66 g, 24 mmol) solution, stirred for 30 min, then added to a mixture solution of 3-(2-chloropyridin-3-yl)-3-carbonylpropionic acid ethyl ester (3.4 g, 15 mmol), sodium acetate (9.85 g, 120.1 mmol) in ethanol (30 mL)/water (30 mL)/chloroform (30 mL), reacted in ice-bath for 15 min, heated to room temperature and reacted for 30 min. After reaction was complete, 30 mL water wa... Reactants: CC(C)(C)OC(=O)N1CCCC1(Cc1cccc(F)c1)C(=O)O, ClCCCl, CN1CCOCC1, C1CC(N2CCCNCC2)C1, ClCCl, Cl, On1nnc2ccccc21. Product: CC(C)(C)OC(=O)N1CCCC1(Cc1cccc(F)c1)C(=O)N1CCCN(C2CCC2)CC1. Reaction SMILES: [C:1]([CH3:2])([CH3:3])([CH3:4])[O:5][C:6](=[O:7])[N:8]1[C:9]([C:13](=[O:14])[OH:15])([CH2:16][c:17]2[cH:18][c:19]([F:23])[cH:20][cH:21][cH:22]2)[CH2:10][CH2:11][CH2:12]1.[CH2:46]([Cl:47])[CH2:48][Cl:49].[CH3:50][N:51]1[CH2:52][CH2:53][O:54][CH2:55][CH2:56]1.[CH:25]1([N:29]2[CH2:30][CH2:31][NH:32][CH2:33][CH2:34][CH2:35]2)[CH2:26][CH2:27][CH2:28]1.[Cl:57][CH2:58][Cl:59].[ClH:24].[OH:36][n:37]1[c:38]2[c:39]([cH:40][cH:41][cH:42][cH:43]2)[n:44][n:45]1>>[C:1]([CH3:2])([CH3:3])([CH3:4])[O:5][C:6](=[O:7])[N:8]1[C:9]([C:13](=[O:15])[N:32]2[CH2:31][CH2:30][N:29]([CH:25]3[CH2:26][CH2:27][CH2:28]3)[CH2:35][CH2:34][CH2:33]2)([CH2:16][c:17]2[cH:18][c:19]([F:23])[cH:20][cH:21][cH:22]2)[CH2:10][CH2:11][CH2:12]1. The reactants are resultant solution, OC=1C=C(C=CC1)C1=NC=C(C=N1)C1=CC=C(C=C1)OCCCCCCCC (2-(3-hydroxyphenyl)-5-(4-octyloxyphenyl)pyrimidine), CO (methanol), C1(=CC=CC=C1)P(C1=CC=CC=C1)C1=CC=CC=C1 (triphenylphosphine). The solvent is O1CCCC1 (tetrahydrofuran). Yields the product COC=1C=C(C=CC1)C1=NC=C(C=N1)C1=CC=C(C=C1)OCCCCCCCC (2-(3-methoxyphenyl)-5-(4-octyloxyphenyl)pyrimidine). The yield is 80.0%. Reaction SMILES: [C:1]1(P(C2C=CC=CC=2)C2C=CC=CC=2)C=CC=CC=1.[OH:20][C:21]1[CH:22]=[C:23]([C:27]2[N:32]=[CH:31][C:30]([C:33]3[CH:38]=[CH:37][C:36]([O:39][CH2:40][CH2:41][CH2:42][CH2:43][CH2:44][CH2:45][CH2:46][CH3:47])=[CH:35][CH:34]=3)=[CH:29][N:28]=2)[CH:24]=[CH:25][CH:26]=1.CO>O1CCCC1>[CH3:1][O:20][C:21]1[CH:22]=[C:23]([C:27]2[N:32]=[CH:31][C:30]([C:33]3[CH:38]=[CH:37][C:36]([O:39][CH2:40][CH2:41][CH2:42][CH2:43][CH2:44][CH2:45][CH2:46][CH3:47])=[CH:35][CH:34]=3)=[CH:29][N:28]=2)[CH:24]=[CH:25][CH:26]=1. Reported procedure: 1.50 g (5.76 mmol) of triphenylphosphine and 0.90 ml (5.76 mmol) of diethyl azodicarboxylste in 40 ml of tetrahydrofuran are stirred at 0° C. for 30 minutes. 1.50 g (3.84 mmol) of 2-(3-hydroxyphenyl)-5-(4-octyloxyphenyl)pyrimidine and 0.23 ml (5.76 mmol) of methanol are subsequently added, and the resultant solution is stirred at room temperature overnight. Evaporation to dryness, chromatographic purification (silica gel/dichloromethane:ethyl acetate=95:5) and recrystallization from acetonitrile...